Dataset: the Open Reaction Database (ORD), a public repository of structured organic reaction records. Task: describe an organic reaction: reactants, conditions, products, and yield Starting materials: CC(C)O, Nc1c(Cl)cc([N+](=O)[O-])cc1Cl, O=N[O-], [Na+], O, O=S(=O)(O)O. Product: O=[N+]([O-])c1cc(Cl)cc(Cl)c1. As a reaction SMILES: [CH:13]([OH:14])([CH3:15])[CH3:16].[Cl:1][c:2]1[c:3]([NH2:4])[c:5]([Cl:12])[cH:6][c:7]([N+:9](=[O:10])[O-:11])[cH:8]1.[N:22]([O-:23])=[O:24].[Na+:25].[OH2:26].[S:17](=[O:18])(=[O:19])([OH:20])[OH:21]>>[Cl:1][c:2]1[cH:3][c:5]([Cl:12])[cH:6][c:7]([N+:9](=[O:10])[O-:11])[cH:8]1. Reactants: Cc1ccccc1, O=S(Cl)Cl, O=C(O)c1ccc(-c2ccccn2)s1. Yields the product O=C(Cl)c1ccc(-c2ccccn2)s1. RXN SMILES: [CH3:19][c:20]1[cH:21][cH:22][cH:23][cH:24][cH:25]1.[S:15]([Cl:16])([Cl:17])=[O:18].[n:1]1[c:2](-[c:7]2[cH:8][cH:9][c:10]([C:12](=[O:13])[OH:14])[s:11]2)[cH:3][cH:4][cH:5][cH:6]1>>[n:1]1[c:2](-[c:7]2[cH:8][cH:9][c:10]([C:12](=[O:14])[Cl:17])[s:11]2)[cH:3][cH:4][cH:5][cH:6]1. Starting materials: C(C)(C)(C)O[C@H](C(=O)O)C1=C(C2=C(N=C(S2)C=2C=C3C(=NN(C3=CC2)C)N2CCN(CC2)C)C=C1C)C1=CC=C(C=C1)Cl ((S)-2-tert-butoxy-2-(7-(4-chlorophenyl)-5-methyl-2-(1-methyl-3-(4-methylpiperazin-1-yl)-1H-indazol-5-yl)benzo[d]thiazol-6-yl)acetic acid), BrC=1C=C2C(=NN(C2=CC1)C)N(C)C (5-bromo-N,N,1-trimethyl-1H-indazol-3-amine). The product is C(C)(C)(C)O[C@H](C(=O)O)C1=C(C2=C(N=C(S2)C=2C=C3C(=NN(C3=CC2)C)N(C)C)C=C1C)C1=CC=C(C=C1)Cl ((S)-2-tert-butoxy-2-(7-(4-chlorophenyl)-2-(3-(dimethylamino)-1-methyl-1H-indazol-5-yl)-5-methylbenzo[d]thiazol-6-yl)acetic acid). As a reaction SMILES: [C:1]([O:5][C@@H:6]([C:10]1[C:35]([CH3:36])=[CH:34][C:13]2[N:14]=[C:15]([C:17]3[CH:18]=[C:19]4[C:23](=[CH:24][CH:25]=3)[N:22]([CH3:26])[N:21]=[C:20]4[N:27]3[CH2:32]CN(C)C[CH2:28]3)[S:16][C:12]=2[C:11]=1[C:37]1[CH:42]=[CH:41][C:40]([Cl:43])=[CH:39][CH:38]=1)[C:7]([OH:9])=[O:8])([CH3:4])([CH3:3])[CH3:2].BrC1C=C2C(=CC=1)N(C)N=C2N(C)C>>[C:1]([O:5][C@@H:6]([C:10]1[C:35]([CH3:36])=[CH:34][C:13]2[N:14]=[C:15]([C:17]3[CH:18]=[C:19]4[C:23](=[CH:24][CH:25]=3)[N:22]([CH3:26])[N:21]=[C:20]4[N:27]([CH3:32])[CH3:28])[S:16][C:12]=2[C:11]=1[C:37]1[CH:42]=[CH:41][C:40]([Cl:43])=[CH:39][CH:38]=1)[C:7]([OH:9])=[O:8])([CH3:4])([CH3:2])[CH3:3]. Procedure details: Prepared in a similar manner as (S)-2-tert-butoxy-2-(7-(4-chlorophenyl)-5-methyl-2-(1-methyl-3-(4-methylpiperazin-1-yl)-1H-indazol-5-yl)benzo[d]thiazol-6-yl)acetic acid, except using 5-bromo-N,N,1-trimethyl-1H-indazol-3-amine instead of 5-bromo-1-methyl-3-(4-methylpiperazin-1-yl)-1H-indazole. LCMS-ESI+: calc'd for C30H31ClN4O3S: 563.2, 565.2 (M+H+); Found: 563.2, 565.2 (M+H+). 1H NMR (400 MHz, CD3OD): δ 8.49 (s, 1H), 7.96 (dd, J=8.9, 1.5 Hz, 1H), 7.78 (s, 1H), 7.74-7.64 (m, 1H), 7.62-7.52 (m, 3H... Starting materials: FC(S(=O)(=O)OC=1C([C@@H]2CC[C@]3([C@@]4(CC[C@@]5([C@@H]([C@H]4CC[C@@H]3[C@]2(CC1)C)[C@@H](CC5)C(=C)C)N)C)C)(C)C)(F)F ((1R,3aS,5aR,5bR,7aR,11aR,11bR,13aR,13bR)-3a-amino-5a,5b,8,8,11a-pentamethyl-1-(prop-1-en-2-yl)-2,3,3a,4,5,5a,5b,6,7,7a,8,11,11a,11b,12,13,13a,13b-octadecahydro-1H-cyclopenta[a]chrysen-9-yl trifluoromethanesulfonate), CC1=C(CCC(=C1)B1OC(C(O1)(C)C)(C)C)C(=O)OCC (ethyl 2-methyl-4-(4,4,5,5-tetramethyl-1,3,2-dioxaborolan-2-yl)cyclohexa-1,3-dienecarboxylate). Product: N[C@]12[C@@H]([C@H]3CC[C@@H]4[C@]5(CC=C(C([C@@H]5CC[C@]4([C@@]3(CC1)C)C)(C)C)C1=CC(=C(CC1)C(=O)OCC)C)C)[C@@H](CC2)C(=C)C (ethyl 4-((1R,3aS,5aR,5bR,7aR,11aS,11bR,13aR,13bR)-3a-amino-5a,5b,8,8,11a-pentamethyl-1-(prop-1-en-2-yl)-2,3,3a,4,5,5a,5b,6,7,7a,8,11,11a,11b,12,13,13a,13b-octadecahydro-1H-cyclopenta[a]chrysen-9-yl)-2-methylcyclohexa-1,3-dienecarboxylate). RXN SMILES: FC(F)(F)S(O[C:7]1[C:8]([CH3:36])([CH3:35])[C@H:9]2[C@:22]([CH3:25])([CH2:23][CH:24]=1)[C@@H:21]1[C@:12]([CH3:34])([C@@:13]3([CH3:33])[C@H:18]([CH2:19][CH2:20]1)[C@H:17]1[C@H:26]([C:29]([CH3:31])=[CH2:30])[CH2:27][CH2:28][C@:16]1([NH2:32])[CH2:15][CH2:14]3)[CH2:11][CH2:10]2)(=O)=O.[CH3:39][C:40]1[CH:45]=[C:44](B2OC(C)(C)C(C)(C)O2)[CH2:43][CH2:42][C:41]=1[C:55]([O:57][CH2:58][CH3:59])=[O:56]>>[NH2:32][C@:16]12[CH2:28][CH2:27][C@@H:26]([C:29]([CH3:31])=[CH2:30])[C@@H:17]1[C@@H:18]1[C@@:13]([CH3:33])([CH2:14][CH2:15]2)[C@@:12]2([CH3:34])[C@@H:21]([C@:22]3([CH3:25])[C@@H:9]([CH2:10][CH2:11]2)[C:8]([CH3:35])([CH3:36])[C:7]([C:44]2[CH2:43][CH2:42][C:41]([C:55]([O:57][CH2:58][CH3:59])=[O:56])=[C:40]([CH3:39])[CH:45]=2)=[CH:24][CH2:23]3)[CH2:20][CH2:19]1. Procedure details: The title compound was prepared following the method for the preparation of Example 1, Step 1 described above, using (1R,3aS,5aR,5bR,7aR,11aR,11bR,13aR,13bR)-3a-amino-5a,5b,8,8,11a-pentamethyl-1-(prop-1-en-2-yl)-2,3,3a,4,5,5a,5b,6,7,7a,8,11,11a,11b,12,13,13a,13b-octadecahydro-1H-cyclopenta[a]chrysen-9-yl trifluoromethanesulfonate and ethyl 2-methyl-4-(4,4,5,5-tetramethyl-1,3,2-dioxaborolan-2-yl)cyclohexa-1,3-dienecarboxylate as reactants. MS: m/e 557.4 (M−16)+, 2.47 min (method 2). 1H NMR (400 M... Starting materials: COC(=O)CC(=O)c1ccccc1, CO. Product: COC(=O)CC(O)c1ccccc1. As a reaction SMILES: [C:1]([c:2]1[cH:3][cH:4][cH:5][cH:6][cH:7]1)(=[O:8])[CH2:9][C:10](=[O:11])[O:12][CH3:13].[CH3:14][OH:15]>>[CH:1]([c:2]1[cH:3][cH:4][cH:5][cH:6][cH:7]1)([OH:8])[CH2:9][C:10](=[O:11])[O:12][CH3:13]. Reactants: CCCCCC#Cc1csc(C(=O)OCC)c1, CO. Product: CCCCCCCc1csc(C(=O)OCC)c1. Reaction SMILES: [C:1](#[C:2][CH2:3][CH2:4][CH2:5][CH2:6][CH3:7])[c:8]1[cH:9][c:10]([C:13](=[O:14])[O:15][CH2:16][CH3:17])[s:11][cH:12]1.[CH3:18][OH:19]>>[CH2:1]([CH2:2][CH2:3][CH2:4][CH2:5][CH2:6][CH3:7])[c:8]1[cH:9][c:10]([C:13](=[O:14])[O:15][CH2:16][CH3:17])[s:11][cH:12]1. As a reaction SMILES: [CH2:35]1[O:36][CH2:37][CH2:38][CH2:39]1.[CH3:41][OH:42].[Cl:3][c:4]1[c:5]([F:34])[c:6]([NH:10][CH:11]([CH3:12])[c:13]2[cH:14][c:15]([C:30](=[O:31])[O:32][CH3:33])[cH:16][c:17]3[c:18](=[O:29])[cH:19][c:20]([N:23]4[CH2:24][CH2:25][O:26][CH2:27][CH2:28]4)[o:21][c:22]23)[cH:7][cH:8][cH:9]1.[ClH:40].[Na+:2].[OH-:1]>>[Cl:3][c:4]1[c:5]([F:34])[c:6]([NH:10][CH:11]([CH3:12])[c:13]2[cH:14][c:15]([C:30](=[O:31])[OH:32])[cH:16][c:17]3[c:18](=[O:29])[cH:19][c:20]([N:23]4[CH2:24][CH2:25][O:26][CH2:27][CH2:28]4)[o:21][c:22]23)[cH:7][cH:8][cH:9]1. The product is CC(Nc1cccc(Cl)c1F)c1cc(C(=O)O)cc2c(=O)cc(N3CCOCC3)oc12. Starting materials: C1CCOC1, CO, COC(=O)c1cc(C(C)Nc2cccc(Cl)c2F)c2oc(N3CCOCC3)cc(=O)c2c1, Cl, [Na+], [OH-].